Dataset: the Open Reaction Database (ORD), a public repository of structured organic reaction records. Task: describe an organic reaction: reactants, conditions, products, and yield Reactants: N[C@@H]1CC[C@H](CC1)O (trans-4-aminocyclohexanol), CCN(C(C)C)C(C)C (DIPEA), BrC1=C(C=CC=C1)S(=O)(=O)Cl (2-bromobenzene-1-sulfonyl chloride). Solvent: CN(C)C=O (DMF). Reaction conditions: time 2 hour. The product is BrC1=C(C=CC=C1)S(=O)(=O)N[C@@H]1CC[C@H](CC1)O (2-Bromo-N-(trans-4-hydroxycyclohexyl)benzenesulfonamide). RXN SMILES: [NH2:1][C@H:2]1[CH2:7][CH2:6][C@H:5]([OH:8])[CH2:4][CH2:3]1.CCN(C(C)C)C(C)C.[Br:18][C:19]1[CH:24]=[CH:23][CH:22]=[CH:21][C:20]=1[S:25](Cl)(=[O:27])=[O:26]>CN(C=O)C>[Br:18][C:19]1[CH:24]=[CH:23][CH:22]=[CH:21][C:20]=1[S:25]([NH:1][C@H:2]1[CH2:7][CH2:6][C@H:5]([OH:8])[CH2:4][CH2:3]1)(=[O:27])=[O:26]. Procedure details: To a 20 mL vial were added a stir-bar, trans-4-aminocyclohexanol (683 mg, 4.50 mmol), DMF (5 mL), and DIPEA (2.0 mL, 12 mmol). The mixture was then treated with 2-bromobenzene-1-sulfonyl chloride (1.00 g, 3.93 mmol) and the mixture stirred for 2 hours before subjecting the vial's content to FCC to give the title compound. (978 mg, 74%). MS (ESI): mass calcd. for C12H16BrNO3S 333.00, m/z found 334.0 [M+H]+; 1H NMR (600 MHz, CDCl3) δ 8.12 (dd, J=7.8, 1.7, 1H), 7.70 (dd, J=7.8, 1.2, 1H), 7.49-7.43 ... The reactants are N1(CCCCC1)CC1=CC(=NC=C1)OC\C=C/CN (4-(4-piperidinomethyl-2-pyridyloxy) -cis-2-butenylamine), S1C=C(C=C1)C(=O)O (3-thiophenecarboxylic acid). Product: N1(CCCCC1)CC1=CC(=NC=C1)OC\C=C/CNC(=O)C1=CSC=C1 (N-[4-(4-piperidinomethyl-2-pyridyloxy)-cis-2-butenyl]thiophene-3-carboxamide). Isolated yield 90.0%. RXN SMILES: [N:1]1([CH2:7][C:8]2[CH:13]=[CH:12][N:11]=[C:10]([O:14][CH2:15]/[CH:16]=[CH:17]\[CH2:18][NH2:19])[CH:9]=2)[CH2:6][CH2:5][CH2:4][CH2:3][CH2:2]1.[S:20]1[CH:24]=[CH:23][C:22]([C:25](O)=[O:26])=[CH:21]1>>[N:1]1([CH2:7][C:8]2[CH:13]=[CH:12][N:11]=[C:10]([O:14][CH2:15]/[CH:16]=[CH:17]\[CH2:18][NH:19][C:25]([C:22]3[CH:23]=[CH:24][S:20][CH:21]=3)=[O:26])[CH:9]=2)[CH2:6][CH2:5][CH2:4][CH2:3][CH2:2]1. Reported procedure: Following a procedure similar to that described in Example 13, but using 4-(4-piperidinomethyl-2-pyridyloxy) -cis-2-butenylamine and 3-thiophenecarboxylic acid as starting materials, in relative proportions similar to those used in that Example, the title compound was obtained as an oil in a 90% yield. Reactants: CCOC(=O)CBr, O=C([O-])[O-], c1ccc2c(c1)CCNC2, CC#N, [K+], [K+]. Yields the product CCOC(=O)CN1CCc2ccccc2C1. As a reaction SMILES: [Br:17][CH2:18][C:19](=[O:20])[O:21][CH2:22][CH3:23].[C:11](=[O:12])([O-:13])[O-:14].[CH2:1]1[NH:2][CH2:3][CH2:4][c:5]2[cH:6][cH:7][cH:8][cH:9][c:10]21.[CH3:24][C:25]#[N:26].[K+:15].[K+:16]>>[CH2:1]1[N:2]([CH2:18][C:19](=[O:20])[O:21][CH2:22][CH3:23])[CH2:3][CH2:4][c:5]2[cH:6][cH:7][cH:8][cH:9][c:10]21. The reactants are B (borane), CC1([C@H]2CCC(=C)[C@@H]1C2)C ((-)-β-pinene), 11B, [OH-].[Na+] (sodium hydroxide), OO (hydrogen peroxide). Run in ClCCl (dichloromethane). Run at time 0.5 hour. The product is CC1([C@H]2CC[C@H]([C@@H]1C2)CO)C ((-)-cis-Myrtanol). Isolated yield 192.6%. As a reaction SMILES: B.[CH3:2][C:3]1([CH3:11])[C@H:9]2[CH2:10][C@@H:4]1[CH2:5][CH2:6][C:7]2=[CH2:8].[OH-:12].[Na+].OO>ClCCl>[CH3:2][C:3]1([CH3:11])[C@H:9]2[CH2:10][C@@H:4]1[CH2:5][CH2:6][C@H:7]2[CH2:8][OH:12] |f:2.3|. Procedure details: A 6.0M borane adduct (9i) was dissolved in dichloromethane (12 ml) and (-)-β-pinene (5.0 g, 26 mmol), 91% ee was added at 0° C. The reaction was completed in 0.5 h, as indicated in 11B NMR. The mixture was maintained at room temperature for 1 h and oxidized by the addition of 3M sodium hydroxide (5.6 ml, 17 mmol) and 30% hydrogen peroxide (4.0 ml, 40 mmol), keeping the temperature during the addition below 30° C. and then stirring at room temperature overnight. The dichloromethane layer was sepa... Starting materials: C(C)(=O)OCC=1C(=NC=CC1C1=CN(C(C(=C1)NC1=NOC(=C1)C)=O)C)N1N=CC=2C=3CCCCC3SC2C1=O ((4-{1-Methyl-5-[(5-methyl-1,2-oxazol-3-yl)amino]-6-oxo-1,6-dihydropyridin-3-yl}-2-{6-oxo-8-thia-4,5-diazatricyclo[7.4.0.02,7]trideca-1(9),2(7),3-trien-5-yl}pyridin-3-yl)methyl Acetate), [OH-].[Li+] (lithium hydroxide). Solvent: C1CCOC1.C(C)(C)O.O (THF i-propanol water). Conditions: time 1 hour. The product is OCC=1C(=NC=CC1C1=CN(C(C(=C1)NC1=NOC(=C1)C)=O)C)N1N=CC2=C(C1=O)SC1=C2CCCC1 (3-[3-(hydroxymethyl)-4-[1-methyl-5-[(5-methylisoxazol-3-yl)amino]-6-oxo-3-pyridyl]-2-pyridyl]-6,7,8,9-tetrahydrobenzothiopheno[2,3-d]pyridazin-4-one). Yield: 60.2%. As a reaction SMILES: C([O:4][CH2:5][C:6]1[C:7]([N:27]2[C:39](=[O:40])[C:38]3[S:37][C:36]4[CH2:35][CH2:34][CH2:33][CH2:32][C:31]=4[C:30]=3[CH:29]=[N:28]2)=[N:8][CH:9]=[CH:10][C:11]=1[C:12]1[CH:17]=[C:16]([NH:18][C:19]2[CH:23]=[C:22]([CH3:24])[O:21][N:20]=2)[C:15](=[O:25])[N:14]([CH3:26])[CH:13]=1)(=O)C.[OH-].[Li+]>C1COCC1.C(O)(C)C.O>[OH:4][CH2:5][C:6]1[C:7]([N:27]2[C:39](=[O:40])[C:38]3[S:37][C:36]4[CH2:35][CH2:34][CH2:33][CH2:32][C:31]=4[C:30]=3[CH:29]=[N:28]2)=[N:8][CH:9]=[CH:10][C:11]=1[C:12]1[CH:17]=[C:16]([NH:18][C:19]2[CH:23]=[C:22]([CH3:24])[O:21][N:20]=2)[C:15](=[O:25])[N:14]([CH3:26])[CH:13]=1 |f:1.2,3.4.5|. Reported procedure: To a solution of 291a (100 mg, 0.18 mmol) in THF/i-propanol/water (10/5/5 mL) was added lithium hydroxide (43 mg, 1.8 mmol) at room temperature. After being stirred for 1 h, MS indicated the reaction was complete. Then the mixture was concentrated under reduced pressure and the residue was partitioned between water (10 mL) and dichloromethane (15 mL). The water phase was extracted with dichloromethane (3×10 mL). The combined organic layer was washed with brine (30 mL), dried over Na2SO4, filtere... The reactants are C(#N)C(C(=O)N)=C(SC)SC (2-cyano-3,3-bis(methylthio)acrylamide), CN(C1=CC=C(C=C1)N)C (N,N-dimethyl-p-phenylenediamine), amide. Solvent: C(C)O (ethanol). Reaction conditions: temperature 75 celsius. Product: C(#N)C(C(=O)N)=C(SC)NC1=CC=C(C=C1)N(C)C (2-cyano-3-((4-(dimethylamino)phenyl)amino)-3-(methylthio)acrylamide). Isolated yield 91.0%. Reaction SMILES: [C:1]([C:3](=[C:7]([S:10][CH3:11])SC)[C:4]([NH2:6])=[O:5])#[N:2].[CH3:12][N:13]([CH3:21])[C:14]1[CH:19]=[CH:18][C:17]([NH2:20])=[CH:16][CH:15]=1>C(O)C>[C:1]([C:3](=[C:7]([NH:20][C:17]1[CH:18]=[CH:19][C:14]([N:13]([CH3:21])[CH3:12])=[CH:15][CH:16]=1)[S:10][CH3:11])[C:4]([NH2:6])=[O:5])#[N:2]. Procedure: To a solution of 1.00 g (2-cyano-3,3-bis(methylthio)acrylamide) in 25 mL of ethanol was added 0.720 g (1.1 eq.) of N,N-dimethyl-p-phenylenediamine and the reaction was stirred at 75° C. until starting amide was absent as confirmed by HPLC. Once complete (18 hrs), the reaction was brought to room temperature and filtered to obtain 2-cyano-3-((4-(dimethylamino)phenyl)amino)-3-(methylthio)acrylamide as an off white to light yellow powder. The product was allowed to dry under vacuum for 1 hr (1.133 ... Reactants: C(CN(CC(=O)O)CC(=O)O)N(CC(=O)O)CC(=O)O (EDTA), Cl.COC([C@@H](N)C)=O (L-alanine methyl ester hydrochloride), N[C@@H](CCC(N)=O)C(=O)O (L-glutamine), B([O-])([O-])[O-] (borate). The product is N[C@@H](C)C(=O)N[C@@H](CCC(N)=O)C(=O)O (L-alanyl-L-glutamine). Reaction SMILES: B([O-])([O-])[O-].C(N(CC(O)=O)CC(O)=O)CN(CC(O)=O)CC(O)=O.Cl.C[O:27][C:28](=O)[C@H:29]([CH3:31])[NH2:30].[NH2:33][C@H:34]([C:40]([OH:42])=[O:41])[CH2:35][CH2:36][C:37](=[O:39])[NH2:38]>>[NH2:30][C@H:29]([C:28]([NH:33][C@H:34]([C:40]([OH:42])=[O:41])[CH2:35][CH2:36][C:37](=[O:39])[NH2:38])=[O:27])[CH3:31] |f:2.3|. Procedure details: Each strain of the microbial cells thus obtained was recovered from the agar media, and suspended in a 0.1 M borate buffer (pH 9.0) containing 10 mM EDTA so as to prepare a suspension containing 100 g/l of wet microbial cells. 0.1 ml of each microbial cell suspension was admixed with 0.1 ml of 100 mM borate buffer (pH 9.0) containing 10 mM EDTA, 200 mM L-alanine methyl ester hydrochloride and 400 mM L-glutamine to prepare a total volume 0.2 ml of the reaction mixture, which was then subjected to... Starting materials: 9-benzyl bromide, C1=CC=CC=2CC3=CC=CC=C3C(C12)=O (anthrone), C(C1=CC=CC=C1)Br (benzyl bromide), C=O (paraformaldehyde), C(C)(=O)O (acetic acid), Cl (hydrochloride). Yields the product C(C1=CC=CC=C1)C=1C2=CC=CC=C2C=C2C=CC=CC12 (9-benzyl-anthracene), C(C1=CC=CC=C1)C=1C2=CC=CC=C2C(=C2C=CC=CC12)CCl (9-benzyl-10-chloromethylanthracene). As a reaction SMILES: [CH:1]1[C:14]2[C:13](=O)[C:12]3[C:7](=[CH:8][CH:9]=[CH:10][CH:11]=3)[CH2:6][C:5]=2[CH:4]=[CH:3][CH:2]=1.[CH2:16](Br)[C:17]1[CH:22]=[CH:21][CH:20]=[CH:19][CH:18]=1.C=O.[ClH:26].[C:27](O)(=O)[CH3:28]>>[CH2:16]([C:13]1[C:14]2[C:5]([CH:6]=[C:7]3[C:12]=1[CH:11]=[CH:10][CH:9]=[CH:8]3)=[CH:4][CH:3]=[CH:2][CH:1]=2)[C:17]1[CH:22]=[CH:21][CH:20]=[CH:19][CH:18]=1.[CH2:16]([C:13]1[C:14]2[C:5]([C:27]([CH2:28][Cl:26])=[C:7]3[C:12]=1[CH:11]=[CH:10][CH:9]=[CH:8]3)=[CH:4][CH:3]=[CH:2][CH:1]=2)[C:17]1[CH:22]=[CH:21][CH:20]=[CH:19][CH:18]=1. Reported procedure: According to a method reported by Sieglitz and Marx, Berichte 56, 1619(1923) and by F. H. C. Stuart, Australian J. Chem., 478(1960), 8.2 g of 9-benzyl-anthracene was synthesized from 18.9 g of anthrone and 50 g of benzyl bromide. A solution of 4.8 g of 9-benzyl bromide in 40 ml of acetic acid was chloromethylated with 3.2 g of paraformaldehyde and hydrochloride gas to give 3.4 g of 9-benzyl-10-chloromethylanthracene (mp: 146° to 147° C.) after recrystallization from benzene. The reactants are C(C)OC(=C)C1=C(CC=2SC=3N=CN=C(C3N2)NC2=CC=C(C=C2)C(F)(F)F)C=CC=C1 ({2-[2-(1-Ethoxy-vinyl)-benzyl]-thiazolo[5,4-d]pyrimidin-7-yl}-(4-trifluoromethyl-phenyl)-amine), Cl (HCl). Solvent: C1CCOC1 (THF), CCOC(=O)C (EtOAc). Product: FC(C1=CC=C(C=C1)NC=1C2=C(N=CN1)SC(=N2)CC2=C(C=CC=C2)C(C)=O)(F)F (1-{2-[7-(4-Trifluoromethylphenylamino)-thiazolo[5,4-d]pyrimidin-2-ylmethyl]-phenyl}-ethanone). The yield is 86.6%. RXN SMILES: C([O:3][C:4]([C:6]1[CH:32]=[CH:31][CH:30]=[CH:29][C:7]=1[CH2:8][C:9]1[S:10][C:11]2[N:12]=[CH:13][N:14]=[C:15]([NH:18][C:19]3[CH:24]=[CH:23][C:22]([C:25]([F:28])([F:27])[F:26])=[CH:21][CH:20]=3)[C:16]=2[N:17]=1)=[CH2:5])C.Cl>C1COCC1.CCOC(C)=O>[F:27][C:25]([F:26])([F:28])[C:22]1[CH:23]=[CH:24][C:19]([NH:18][C:15]2[C:16]3[N:17]=[C:9]([CH2:8][C:7]4[CH:29]=[CH:30][CH:31]=[CH:32][C:6]=4[C:4](=[O:3])[CH3:5])[S:10][C:11]=3[N:12]=[CH:13][N:14]=2)=[CH:20][CH:21]=1. Procedure details: {2-[2-(1-Ethoxy-vinyl)-benzyl]-thiazolo[5,4-d]pyrimidin-7-yl}-(4-trifluoromethyl-phenyl)-amine (230 mg, 0.62 mmol) was dissolved in THF (5 mL) and 2 N HCl (2 mL) and the reaction mixture was stirred at rt for 1.5 h. The reaction mixture was diluted with EtOAc (20 mL), washed with satd. aq. NaCl (2×5 mL), dried (Na2SO4), and concentrated to provide a white solid (0.23 g, 69%). MS (ESI): mass calcd. for C21H15F3N4OS, 428.4; m/z found, 429.1 [M+H]+. 1H NMR (CDCl3): 8.61 (S, 1H), 8.08 (s, 1H), 7.98 ...